From a dataset of the Open Reaction Database (ORD), a public repository of structured organic reaction records. describe an organic reaction: reactants, conditions, products, and yield The reactants are solution, C(C)(C)(C)O[C@H](CO)C=1C(=C2C=CC(NC2=CC1C)=O)C1=CC=C(C=C1)Cl ((S)-6-(1-tert-butoxy-2-hydroxyethyl)-5-(4-chlorophenyl)-7-methylquinolin-2(1H)-one), I(=O)(=O)(=O)O (periodic acid), [O-2].[O-2].[O-2].[Cr+6] (chromium trioxide). Run in C(C)#N (acetonitrile), C(C)#N (acetonitrile). Reaction conditions: temperature 0 celsius, time 60 minute. Product: I(=O)(=O)(=O)O.[O-2].[O-2].[O-2].[Cr+6] (periodic acid chromium trioxide), C(C)(C)(C)O[C@H](C(=O)O)C=1C(=C2C=CC(NC2=CC1C)=O)C1=CC=C(C=C1)Cl ((S)-2-tert-butoxy-2-(5-(4-chlorophenyl)-7-methyl-2-oxo-1,2-dihydroquinolin-6-yl)acetic acid). The yield is 87.7%. Reaction SMILES: [I:1]([OH:5])(=[O:4])(=[O:3])=[O:2].[O-2:6].[O-2].[O-2].[Cr+6:9].[C:10]([O:14][C@@H:15]([C:18]1[C:19]([C:30]2[CH:35]=[CH:34][C:33]([Cl:36])=[CH:32][CH:31]=2)=[C:20]2[C:25](=[CH:26][C:27]=1[CH3:28])[NH:24][C:23](=[O:29])[CH:22]=[CH:21]2)[CH2:16][OH:17])([CH3:13])([CH3:12])[CH3:11]>C(#N)C>[I:1]([OH:5])(=[O:4])(=[O:3])=[O:2].[O-2:14].[O-2:6].[O-2:2].[Cr+6:9].[C:10]([O:14][C@@H:15]([C:18]1[C:19]([C:30]2[CH:31]=[CH:32][C:33]([Cl:36])=[CH:34][CH:35]=2)=[C:20]2[C:25](=[CH:26][C:27]=1[CH3:28])[NH:24][C:23](=[O:29])[CH:22]=[CH:21]2)[C:16]([OH:6])=[O:17])([CH3:13])([CH3:11])[CH3:12] |f:1.2.3.4,7.8.9.10.11|. Procedure: A stock solution of periodic acid/chromium trioxide was prepared according to WO 99/52850 by dissolving periodic acid (11.4 g, 50.0 mmol) and chromium trioxide (23 mg, 1.2 mol %) in wet acetonitrile (0.75% H2O) to a volume of 114 mL. This stock solution (0.40 mL) was added to a solution of (S)-6-(1-tert-butoxy-2-hydroxyethyl)-5-(4-chlorophenyl)-7-methylquinolin-2(1H)-one (8K, 4.4 mg) in wet acetonitrile (1.5 mL, 0.75% H2O) at 0° C. After stirring for 60 min at 0° C., the reaction was quenched wi... Reactants: CSC[C@H](NC(C)=O)C(=O)O (S-methyl-N-acetyl-L-cysteine), C(C)SC[C@H](NC(C)=O)C(=O)O (S-ethyl-N-acetyl-L-cysteine). Product: C(C)NC([C@@H](NC(C)=O)CSCC)=O (S-Ethyl-N-acetyl-L-cysteine ethylamide). RXN SMILES: CS[CH2:3][C@@H:4](C(O)=O)[NH:5]C(=O)C.[CH2:12]([S:14][CH2:15][C@@H:16]([C:21]([OH:23])=O)[NH:17][C:18](=[O:20])[CH3:19])[CH3:13]>>[CH2:4]([NH:5][C:21](=[O:23])[C@H:16]([CH2:15][S:14][CH2:12][CH3:13])[NH:17][C:18](=[O:20])[CH3:19])[CH3:3]. Reported procedure: S-Ethyl-N-acetyl-L-cysteine ethylamide was synthesized in exactly the same manner as described in Example 14 except that the S-methyl-N-acetyl-L-cysteine used in that example was replaced by S-ethyl-N-acetyl-L-cysteine. Starting materials: COS(=O)(=O)O.C(CC)OC1=C(C(=N)N)C=CC=C1 (2-n-propoxybenzamidine methyl sulfate), O (water), [Na] (sodium), C(C)OC=C(C(=O)OCC)C(=O)OCC (diethyl ethoxymethylenemalonate). The solvent is C(C)O (ethanol), C(C)(=O)O (acetic acid), C(C)O (ethanol). The product is O=C1C(=CN=C(N1)C1=C(C=CC=C1)OCCC)C(=O)OCC (Ethyl 1,6-Dihydro-6-oxo-2-(2-n-propoxyphenyl)-pyrimidine-5-carboxylate). The yield is 78.5%. As a reaction SMILES: [Na].COS(O)(=O)=O.[CH2:8]([O:11][C:12]1[CH:20]=[CH:19][CH:18]=[CH:17][C:13]=1[C:14]([NH2:16])=[NH:15])[CH2:9][CH3:10].C([O:23][CH:24]=[C:25]([C:31](OCC)=O)[C:26]([O:28][CH2:29][CH3:30])=[O:27])C.O>C(O)C.C(O)(=O)C>[O:23]=[C:24]1[NH:16][C:14]([C:13]2[CH:17]=[CH:18][CH:19]=[CH:20][C:12]=2[O:11][CH2:8][CH2:9][CH3:10])=[N:15][CH:31]=[C:25]1[C:26]([O:28][CH2:29][CH3:30])=[O:27] |f:1.2,^1:0|. Reported procedure: To a warm solution of sodium (181.7 g., 7.9 g-atoms) in ethanol (5 l) was added with stirring a slurry of 2-n-propoxybenzamidine methyl sulfate (1146.7 g., 3.95 moles) in ethanol 1.6 l). After 2-3 minutes diethyl ethoxymethylenemalonate 854 g., 3.95 moles) was added and the mixture stirred and heated under reflux for 2.25 hours. The mixture was cooled and then added to cold water (13 l). The mixture was acidified to pH 5-6 with glacial acetic acid. The solid was collected by filtration, washed w... Starting materials: CN1C=CC2=C(C=CC=C12)[N+](=O)[O-] (1-Methyl-4-nitro-1H-indole). Reagents/catalysts: [Pd] (palladium on charcoal). The solvent is C(C)O (ethanol). Run at time 2 hour. Product: NC1=C2C=CN(C2=CC=C1)C (4-Amino-1-methyl-1H-indole). Isolated yield 106.0%. Reaction SMILES: [CH3:1][N:2]1[C:10]2[C:5](=[C:6]([N+:11]([O-])=O)[CH:7]=[CH:8][CH:9]=2)[CH:4]=[CH:3]1>[Pd].C(O)C>[NH2:11][C:6]1[CH:7]=[CH:8][CH:9]=[C:10]2[C:5]=1[CH:4]=[CH:3][N:2]2[CH3:1]. Procedure: A mixture of the nitroindole (D9) (0.5 g; 2.8 mM) and 5% palladium on charcoal in ethanol (75 ml) was hydrogenated at 60 p.s.i. (4.14×105Pa) at room temperature for 2 h. Removal of the catalyst by filtration followed by evaporation of the solvent gave the title compound (0.44 g; 97%). The reactants are CC(=O)NC1=C(Br)C(=O)c2cc(C)c(C)cc2C1=O, N, O=[N+]([O-])c1ccccc1. Yields the product CC(=O)NC1=C(N)C(=O)c2cc(C)c(C)cc2C1=O. As a reaction SMILES: [C:2]([CH3:3])(=[O:4])[NH:5][C:6]1=[C:15]([Br:16])[C:14](=[O:17])[c:13]2[c:8]([cH:9][c:10]([CH3:19])[c:11]([CH3:18])[cH:12]2)[C:7]1=[O:20].[NH3:1].[O-:21][N+:22]([c:23]1[cH:24][cH:25][cH:26][cH:27][cH:28]1)=[O:29]>>[NH2:1][C:15]1=[C:6]([NH:5][C:2]([CH3:3])=[O:4])[C:7](=[O:20])[c:8]2[cH:9][c:10]([CH3:19])[c:11]([CH3:18])[cH:12][c:13]2[C:14]1=[O:17].